From a dataset of the Open Reaction Database (ORD), a public repository of structured organic reaction records. describe an organic reaction: reactants, conditions, products, and yield The reactants are CC(=O)CC(C)C, O=[N+]([O-])c1cc(C(F)(F)F)ccc1NCCCl, [I-], [K+], [Na+], [Na+], O=C([O-])[O-], O, c1ccc(C(c2ccccc2)N2CCNCC2)cc1. Yields the product O=[N+]([O-])c1cc(C(F)(F)F)ccc1NCCN1CCN(C(c2ccccc2)c2ccccc2)CC1. RXN SMILES: [CH3:46][CH:47]([CH3:48])[CH2:49][C:50](=[O:51])[CH3:52].[Cl:1][CH2:2][CH2:3][NH:4][c:5]1[c:6]([N+:15](=[O:16])[O-:17])[cH:7][c:8]([C:11]([F:12])([F:13])[F:14])[cH:9][cH:10]1.[I-:44].[K+:43].[Na+:37].[Na+:38].[O-:39][C:40](=[O:41])[O-:42].[OH2:45].[c:18]1([CH:24]([N:25]2[CH2:26][CH2:27][NH:28][CH2:29][CH2:30]2)[c:31]2[cH:32][cH:33][cH:34][cH:35][cH:36]2)[cH:19][cH:20][cH:21][cH:22][cH:23]1>>[CH2:2]([CH2:3][NH:4][c:5]1[c:6]([N+:15](=[O:16])[O-:17])[cH:7][c:8]([C:11]([F:12])([F:13])[F:14])[cH:9][cH:10]1)[N:28]1[CH2:27][CH2:26][N:25]([CH:24]([c:18]2[cH:19][cH:20][cH:21][cH:22][cH:23]2)[c:31]2[cH:32][cH:33][cH:34][cH:35][cH:36]2)[CH2:30][CH2:29]1. Reaction SMILES: C1([C:7]2[CH:19]=[CH:18][CH:17]=[CH:16][C:8]=2[CH2:9][C:10]2[CH:15]=[CH:14][CH:13]=[CH:12][N:11]=2)C=CC=CC=1.[CH2:20]([Li])[CH2:21][CH2:22][CH3:23].Cl[CH2:26][CH2:27][N:28]1[CH2:33][CH:32]2[CH2:34][CH2:35][CH:29]1[CH2:30][CH2:31]2.O1CC[CH2:38][CH2:37]1>>[C:20]1([C:9]([C:8]2[CH:7]=[CH:19][CH:18]=[CH:17][CH:16]=2)([C:10]2[CH:15]=[CH:14][CH:13]=[CH:12][N:11]=2)[CH2:26][CH2:27][N:28]2[CH2:33][CH:32]3[CH2:34][CH2:35][CH:29]2[CH2:30][CH2:31]3)[CH:38]=[CH:37][CH:23]=[CH:22][CH:21]=1. Procedure: This method represents a modification of methods described by Martensson and Nilson, Acta Chem. Scand. 19 (3), 711-12 (1965) -- CA-63-6968h. Thus, 1 part of 2-(2-phenylbenzyl) pyridine is reacted with 1 part of n-Butyl lithium in tetrahydrofuran at -70° C. and then reacted with 1 part of 2-(2-chloroethyl)-2-azabicyclo[2.2.2 ]octane to provide 2-[3,3-diphenyl-3-(2-pyridyl)propyl]-2-azabicyclo[2.2.2 ]octane. Reactants: C1(=CC=CC=C1)C1=C(CC2=NC=CC=C2)C=CC=C1 (2-(2-phenylbenzyl) pyridine), C(CCC)[Li] (n-Butyl lithium), O1CCCC1 (tetrahydrofuran), ( 3 ), ClCCN1C2CCC(C1)CC2 (2-(2-chloroethyl)-2-azabicyclo[2.2.2 ]octane). Yields the product C1(=CC=CC=C1)C(CCN1C2CCC(C1)CC2)(C2=NC=CC=C2)C2=CC=CC=C2 (2-[3,3-diphenyl-3-(2-pyridyl)propyl]-2-azabicyclo[2.2.2 ]octane). Reactants: SCC1(NC(OC1)=O)C (4-(mercaptomethyl)-4-methyloxazolidin-2-one), C([O-])([O-])=O.[Cs+].[Cs+] (cesium carbonate), C(=C)C1OC1 (2-vinyloxirane). Run in CN(C=O)C (N,N-dimethylformamide). Conditions: temperature 60 celsius. Yields the product OC(CSCC1(NC(OC1)=O)C)C=C (4-((2-Hydroxybut-3-enylthio)methyl)-4-methyloxazolidin-2-one). As a reaction SMILES: [SH:1][CH2:2][C:3]1([CH3:9])[CH2:7][O:6][C:5](=[O:8])[NH:4]1.C(=O)([O-])[O-].[Cs+].[Cs+].[CH:16]([CH:18]1[CH2:20][O:19]1)=[CH2:17]>CN(C)C=O>[OH:19][CH:18]([CH:16]=[CH2:17])[CH2:20][S:1][CH2:2][C:3]1([CH3:9])[CH2:7][O:6][C:5](=[O:8])[NH:4]1 |f:1.2.3|. Procedure details: To a solution of 4-(mercaptomethyl)-4-methyloxazolidin-2-one (1.79 g, 12.2 mmol) in N,N-dimethylformamide (20 ml) was added cesium carbonate (520 mg, 1.60 mmol) and 2-vinyloxirane (2.34 g, 33.4 mmol). The solution was heated to 60° C. for 14 hours, cooled to room temperature, concentrated in vacuo, and purified by flash chromatography (30% to 100% ethyl acetate in hexanes) to afford the title compound as a clear oil (quantitative). LRMS (ESI/APCI) m/z 218 [M+H]+.